describe an organic reaction: reactants, conditions, products, and yield From a dataset of the Open Reaction Database (ORD), a public repository of structured organic reaction records. RXN SMILES: [F:21][C:22]([c:23]1[cH:24][cH:25][c:26]([NH:29][CH2:30][c:31]2[n:32][n:33][n:34]([CH3:36])[n:35]2)[cH:27][cH:28]1)([F:37])[F:38].[N+:1](=[O:2])([O-:3])[c:4]1[cH:5][cH:6][c:7]2[c:8]([cH:20]1)[CH:9]1[CH:10]([C:11]([CH:13]([O:14][CH3:15])[O:16][CH3:17])([CH3:18])[O:12]2)[O:19]1>>[N+:1](=[O:2])([O-:3])[c:4]1[cH:5][cH:6][c:7]2[c:8]([cH:20]1)[CH:9]([N:29]([c:26]1[cH:25][cH:24][c:23]([C:22]([F:21])([F:37])[F:38])[cH:28][cH:27]1)[CH2:30][c:31]1[n:32][n:33][n:34]([CH3:36])[n:35]1)[CH:10]([OH:19])[C:11]([CH:13]([O:14][CH3:15])[O:16][CH3:17])([CH3:18])[O:12]2. Product: COC(OC)C1(C)Oc2ccc([N+](=O)[O-])cc2C(N(Cc2nnn(C)n2)c2ccc(C(F)(F)F)cc2)C1O. Starting materials: Cn1nnc(CNc2ccc(C(F)(F)F)cc2)n1, COC(OC)C1(C)Oc2ccc([N+](=O)[O-])cc2C2OC21. Solvent: CN(C=O)C (N,N-dimethylformamide). RXN SMILES: Br[C:2]1([CH2:15][N:16]2[CH:24]=[C:22]([CH3:23])[C:20](=[O:21])[NH:19][C:17]2=[O:18])[CH2:4][C:3]1([CH2:10][O:11]C(=O)C)[CH2:5][O:6]C(=O)C.C(=O)([O-])[O-].[K+].[K+].CO.O>CN(C)C=O>[OH:6][CH2:5][C:3]1([CH2:10][OH:11])[CH2:4]/[C:2]/1=[CH:15]/[N:16]1[CH:24]=[C:22]([CH3:23])[C:20](=[O:21])[NH:19][C:17]1=[O:18] |f:1.2.3,4.5|. Procedure: A mixture of compound 18 (0.60 g, 1.49 mmol) from Example 17 and flame-dried potassium carbonate (616 mg, 4.47 mmol) in N,N-dimethylformamide (50 mL) was stirred at 100° C. under nitrogen for 3 h. After cooling, methanol-water (9:1, 10 mL) was added with stirring which was continued at room temperature for 1 h. The insoluble portion was filtered off and it was washed with N,N-dimethylformamide. The filtrate was evaporated in vacuo and the residue was chromatographed on a silica gel column which ... Yields the product OCC1(\C(\C1)=C/N1C(=O)NC(=O)C(C)=C1)CO ((Z)-1-{[2,2-bis-(hydroxymethyl)-cyclopropylidene]methyl}thymine), 2f. Reactants: BrC1(C(C1)(COC(C)=O)COC(C)=O)CN1C(=O)NC(=O)C(C)=C1 (1-{[1-Bromo-2,2-bis-(acetoxymethyl)cyclopropyl]methyl}-thymine), C([O-])([O-])=O.[K+].[K+] (potassium carbonate), CO.O (methanol water). Yield: 36.0%. Conditions: temperature 100 celsius, time 3 hour. Reactants: ClC1=C(C(=O)O)C=CC(=N1)Cl (2,6-dichloronicotinic acid), CC(C)([O-])C.[K+] (potassium tert-butoxide), FC(CO)(F)F (2,2,2-trifluoroethanol). Reaction conditions: time 5 day. Product: ClC1=C(C(=O)O)C=CC(=N1)OCC(F)(F)F (2-chloro-6-(2,2,2-trifluoroethoxy)nicotinic acid). Reaction SMILES: [Cl:1][C:2]1[N:10]=[C:9](Cl)[CH:8]=[CH:7][C:3]=1[C:4]([OH:6])=[O:5].CC(C)([O-])C.[K+].[F:18][C:19]([F:23])([F:22])[CH2:20][OH:21]>>[Cl:1][C:2]1[N:10]=[C:9]([O:21][CH2:20][C:19]([F:23])([F:22])[F:18])[CH:8]=[CH:7][C:3]=1[C:4]([OH:6])=[O:5] |f:1.2|. Procedure: A mixture of 2,6-dichloronicotinic acid (3.0 g, 15.6 mmol) and potassium tert-butoxide (5.26 g, 46.9 mmol) in 2,2,2-trifluoroethanol (52 mL) is refluxed with stirring for 5 days. After removal of solvent, the residue is dissolved in water (40 mL) then 2M hydrochloric acid (10 mL) is added. White precipitate is filtrated and dried to give 4.08 g of the title compound including 6-chloro-2-(2,2,2-trifluoroethoxy)nicotinic acid and 2,6-bis(2,2,2-trifluoroethoxy)nicotinic acid as a white solid. This ... The reactants are BrC1=CC=C(COC2=C(C=CC=C2)C2=CC=CC(=N2)N2N=CC(=C2C(F)(F)F)C(=O)OCC)C=C1 (Ethyl 1-(6-{2-[(4-bromobenzyl)oxy]phenyl}pyridin-2-yl)-5-(trifluoromethyl)-1H-pyrazole-4-carboxylate), C([O-])([O-])=O.[Na+].[Na+] (sodium carbonate), FC(C1=CC=C(C=C1)B(O)O)(F)F (4-trifluoromethylphenyl boronic acid). The reagents and catalysts are Cl[Pd]([P](C1=CC=CC=C1)(C2=CC=CC=C2)C3=CC=CC=C3)([P](C4=CC=CC=C4)(C5=CC=CC=C5)C6=CC=CC=C6)Cl (dichlorobis(triphenylphosphine)palladium(II)). Run in C(C)#N (acetonitrile). Reaction conditions: temperature 70 celsius, time 1.5 hour. Yields the product FC(C1=C(C=NN1C1=NC(=CC=C1)C1=C(C=CC=C1)OCC1=CC=C(C=C1)C1=CC=C(C=C1)C(F)(F)F)C(=O)OCC)(F)F (Ethyl 5-(trifluoromethyl)-1-[6-(2-{[4′-(trifluoromethyl)biphenyl-4-yl]methoxy}phenyl)pyridin-2-yl]-1H-pyrazole-4-carboxylate). Reaction SMILES: Br[C:2]1[CH:35]=[CH:34][C:5]([CH2:6][O:7][C:8]2[CH:13]=[CH:12][CH:11]=[CH:10][C:9]=2[C:14]2[N:19]=[C:18]([N:20]3[C:24]([C:25]([F:28])([F:27])[F:26])=[C:23]([C:29]([O:31][CH2:32][CH3:33])=[O:30])[CH:22]=[N:21]3)[CH:17]=[CH:16][CH:15]=2)=[CH:4][CH:3]=1.[F:36][C:37]([F:48])([F:47])[C:38]1[CH:43]=[CH:42][C:41](B(O)O)=[CH:40][CH:39]=1.C(=O)([O-])[O-].[Na+].[Na+]>Cl[Pd](Cl)([P](C1C=CC=CC=1)(C1C=CC=CC=1)C1C=CC=CC=1)[P](C1C=CC=CC=1)(C1C=CC=CC=1)C1C=CC=CC=1.C(#N)C>[F:26][C:25]([F:28])([F:27])[C:24]1[N:20]([C:18]2[CH:17]=[CH:16][CH:15]=[C:14]([C:9]3[CH:10]=[CH:11][CH:12]=[CH:13][C:8]=3[O:7][CH2:6][C:5]3[CH:34]=[CH:35][C:2]([C:41]4[CH:42]=[CH:43][C:38]([C:37]([F:48])([F:47])[F:36])=[CH:39][CH:40]=4)=[CH:3][CH:4]=3)[N:19]=2)[N:21]=[CH:22][C:23]=1[C:29]([O:31][CH2:32][CH3:33])=[O:30] |f:2.3.4,^1:57,76|. Reported procedure: To a flask containing the title compound from Example 2 Step A (40.0 mg, 0.073 mmol) were added 4-trifluoromethylphenyl boronic acid (21.0 mg, 0.110 mmol) and dichlorobis(triphenylphosphine)palladium(II) (2.6 mg, 0.004 mmol). Degassed acetonitrile (0.5 mL) and sodium carbonate (0.183 mL, 1.0 M aqueous, 0.183 mmol) were added, and the reaction mixture was stirred at 70° C. After 1.5 h, the reaction mixture was allowed to cool to ambient temperature, then was filtered through a short plug of silic... Starting materials: [Cl-].[Mg+2].[Cl-] (magnesium(II) chloride), C(CC(=O)[O-])(=O)OCC.[K+] (potassium ethyl malonate), Cl (hydrochloric acid), FC1=C(C(=O)O)C(=CC=C1)F (2,6-difluorobenzoic acid), C(=O)(N1C=NC=C1)N1C=NC=C1 (carbonyldiimidazole). The solvent is O1CCCC1 (tetrahydrofuran), O (water), O1CCCC1 (tetrahydrofuran). Conditions: time 6 hour. Product: FC1=C(C(=CC=C1)F)C(CC(=O)OCC)=O (ethyl 3-(2,6-difluorophenyl)-3-oxopropanoate). As a reaction SMILES: [F:1][C:2]1[CH:10]=[CH:9][CH:8]=[C:7]([F:11])[C:3]=1[C:4]([OH:6])=O.C(N1C=CN=C1)(N1C=CN=C1)=O.[Cl-].[Mg+2].[Cl-].[C:27]([O:33][CH2:34][CH3:35])(=[O:32])[CH2:28]C([O-])=O.[K+].Cl>O1CCCC1.O>[F:11][C:7]1[CH:8]=[CH:9][CH:10]=[C:2]([F:1])[C:3]=1[C:4](=[O:6])[CH2:28][C:27]([O:33][CH2:34][CH3:35])=[O:32] |f:2.3.4,5.6|. Procedure: A mixture of 2,6-difluorobenzoic acid (15 g, 0.095 mol) and carbonyldiimidazole (18 g, 0.14 mol, 1.5 equiv) in anhydrous tetrahydrofuran (150 mL) was stirred at ambient temperature for 6 hours. In a separate flask, a suspension of anhydrous magnesium(II) chloride (9.0 g, 0.095 mol, 1.0 equiv) and potassium ethyl malonate (22 g, 0.13 mol, 1.4 equiv) in tetrahydrofuran (225 mL) was stirred at 50-60° C. for 6 hours, cooled to ambient temperature, which was then added via syringe to the solution of ...